This data is from the Open Reaction Database (ORD), a public repository of structured organic reaction records. The task is: describe an organic reaction: reactants, conditions, products, and yield Starting materials: CON=C(C(=O)NC1C(=O)N(S(=O)(=O)[O-])C1COC(C)=O)c1csc(NC(=O)CCl)n1, CSC(N)=S, [Na+], [Na]. Yields the product CON=C(C(=O)NC1C(=O)N(S(=O)(=O)[O-])C1COC(C)=O)c1csc(N)n1, [Na+]. As a reaction SMILES: [C:7]([CH3:8])(=[O:9])[O:10][CH2:11][CH:12]1[CH:13]([NH:21][C:22]([C:23](=[N:24][O:25][CH3:26])[c:27]2[n:28][c:29]([NH:32][C:33](=[O:34])[CH2:35][Cl:36])[s:30][cH:31]2)=[O:37])[C:14](=[O:20])[N:15]1[S:16](=[O:17])(=[O:18])[O-:19].[CH3:1][S:2][C:3](=[S:4])[NH2:5].[Na+:38].[Na:6]>>[C:7]([CH3:8])(=[O:9])[O:10][CH2:11][CH:12]1[CH:13]([NH:21][C:22]([C:23](=[N:24][O:25][CH3:26])[c:27]2[n:28][c:29]([NH2:32])[s:30][cH:31]2)=[O:37])[C:14](=[O:20])[N:15]1[S:16](=[O:17])(=[O:18])[O-:19].[Na+:38]. The reactants are CC1=CC=C(C=C1)N1C(OC(C1C(C)C)=O)=O (3-(4-methylphenyl)-4-isopropyloxazolidine-2,5-dione), O(C1=CC=CC=C1)C1=CC=CC(=N1)CO ((6-phenoxy-2-pyridyl)methanol). Yields the product (6-phenoxy-2-pyridyl)methyl ester, CC1=CC=C(C=C1)N[C@@H](C(C)C)C(=O)O (N-(4-methylphenyl)valine). Reaction SMILES: [CH3:1][C:2]1[CH:7]=[CH:6][C:5]([N:8]2[CH:12]([CH:13]([CH3:15])[CH3:14])[C:11](=[O:16])[O:10]C2=O)=[CH:4][CH:3]=1.O(C1N=C(CO)C=CC=1)C1C=CC=CC=1>>[CH3:1][C:2]1[CH:3]=[CH:4][C:5]([NH:8][C@H:12]([C:11]([OH:16])=[O:10])[CH:13]([CH3:15])[CH3:14])=[CH:6][CH:7]=1. Procedure details: Following the above procedure, 3-(4-methylphenyl)-4-isopropyloxazolidine-2,5-dione is reacted with (6-phenoxy-2-pyridyl)methanol to give the (6-phenoxy-2-pyridyl)methyl ester of N-(4-methylphenyl)valine.